This data is from the Open Reaction Database (ORD), a public repository of structured organic reaction records. The task is: describe an organic reaction: reactants, conditions, products, and yield Reactants: C(C)OC(=O)C=1C(OC2=CC(=C(C=C2C1)Cl)O)=O (3-ethoxycarbonyl-6-chloro-7-hydroxycoumarin), [N+](=O)(O)[O-] (nitric acid). Run in S(O)(O)(=O)=O (sulfuric acid). Product: C(C)OC(=O)C=1C(OC2=C(C(=C(C=C2C1)Cl)O)[N+](=O)[O-])=O (3-ethoxycarbonyl-6-chloro-7-hydroxy-8-nitro-coumarin). Yield: 47.5%. Reaction SMILES: [CH2:1]([O:3][C:4]([C:6]1[C:7](=[O:18])[O:8][C:9]2[C:14]([CH:15]=1)=[CH:13][C:12]([Cl:16])=[C:11]([OH:17])[CH:10]=2)=[O:5])[CH3:2].[N+:19]([O-])([OH:21])=[O:20]>S(=O)(=O)(O)O>[CH2:1]([O:3][C:4]([C:6]1[C:7](=[O:18])[O:8][C:9]2[C:14]([CH:15]=1)=[CH:13][C:12]([Cl:16])=[C:11]([OH:17])[C:10]=2[N+:19]([O-:21])=[O:20])=[O:5])[CH3:2]. Procedure details: 2.75 g (10.2 mmol) of 3-ethoxycarbonyl-6-chloro-7-hydroxycoumarin was added into 10 ml of concentrated sulfuric acid, 1.74 g (20.4 mmol) of concentrated nitric acid was added in portions under the cooling of ice-salt bath, the reaction was monitored through thin-layer chromatography to confirm the completion, and ice was added to seize the reaction. The reaction mixture was then filtered and washed by water, dried to give 1.52 g of the title compound (241). Run in O (water). Yields the product C(CC)OC1=C(C=CC(=C1)C(F)(F)F)SC1CCN(CC1)C1=NC=C(C=C1)C(F)(F)F (4-[2-propoxy-4-(trifluoromethyl)phenylsulfanyl]-1-[5-(trifluoromethyl)-2-pyridyl]piperidine). Conditions: time 30 minute. Reported procedure: After 60% sodium hydride was added, with chilling on ice, to the DMF (7 ml) solution of the chemical compound (46) (0.62 g), it was warmed to room temperature, and was then stirred for 30 minutes. After the chemical compound (48) (0.74 g) was added to the mixture, it was heated to 100° C., and was then stirred for 1 hour. After the mixture was cooled, it was poured into water, and was then subjected to extraction with ethyl acetate. After its organic layer was washed with water, and was then dri... Reactants: [H-].[Na+] (sodium hydride), BrC1CCN(CC1)C1=NC=C(C=C1)C(F)(F)F (4-bromo-1-[5-(trifluoromethyl)-2-pyridyl]piperidine), CN(C)C=O (DMF), C(CC)OC1=C(C=CC(=C1)C(F)(F)F)S (2-propoxy-4-(trifluoromethyl)benzenethiol). Reaction SMILES: [H-].[Na+].CN(C=O)C.[CH2:8]([O:11][C:12]1[CH:17]=[C:16]([C:18]([F:21])([F:20])[F:19])[CH:15]=[CH:14][C:13]=1[SH:22])[CH2:9][CH3:10].Br[CH:24]1[CH2:29][CH2:28][N:27]([C:30]2[CH:35]=[CH:34][C:33]([C:36]([F:39])([F:38])[F:37])=[CH:32][N:31]=2)[CH2:26][CH2:25]1>O>[CH2:8]([O:11][C:12]1[CH:17]=[C:16]([C:18]([F:19])([F:20])[F:21])[CH:15]=[CH:14][C:13]=1[S:22][CH:24]1[CH2:25][CH2:26][N:27]([C:30]2[CH:35]=[CH:34][C:33]([C:36]([F:39])([F:38])[F:37])=[CH:32][N:31]=2)[CH2:28][CH2:29]1)[CH2:9][CH3:10] |f:0.1|. Reactants: ClCCl, CC(C)(C)OC(=O)NC1c2cccnc2C(NC(=O)N2CCC(n3c(=O)n(COCC[Si](C)(C)C)c4ncccc43)CC2)CCC1c1cccc(F)c1F, O=C(O)C(F)(F)F. The product is CC(C)(C)OC(=O)NC1c2cccnc2C(N)CCC1c1cccc(F)c1F. RXN SMILES: [CH2:62]([Cl:63])[Cl:64].[F:1][c:2]1[c:3]([CH:9]2[CH:10]([NH:47][C:48]([O:49][C:50]([CH3:51])([CH3:52])[CH3:53])=[O:54])[c:11]3[c:12]([n:13][cH:14][cH:15][cH:16]3)[CH:17]([NH:20][C:21]([N:22]3[CH2:23][CH2:24][CH:25]([n:26]4[c:27]5[c:28]([n:29][cH:30][cH:31][cH:32]5)[n:33]([CH2:34][O:35][CH2:36][CH2:37][Si:38]([CH3:39])([CH3:40])[CH3:41])[c:42]4=[O:43])[CH2:44][CH2:45]3)=[O:46])[CH2:18][CH2:19]2)[cH:4][cH:5][cH:6][c:7]1[F:8].[F:55][C:56]([F:57])([F:58])[C:59]([OH:60])=[O:61]>>[F:1][c:2]1[c:3]([CH:9]2[CH:10]([NH:47][C:48]([O:49][C:50]([CH3:51])([CH3:52])[CH3:53])=[O:54])[c:11]3[c:12]([n:13][cH:14][cH:15][cH:16]3)[CH:17]([NH2:20])[CH2:18][CH2:19]2)[cH:4][cH:5][cH:6][c:7]1[F:8]. Starting materials: FC1=C(C(=CC(=C1)N)F)NC1=C2C(=NC=C1)NC=C2C (2,6-difluoro-N1-(3-methyl-1H-pyrrolo[2,3-b]pyridin-4-yl)benzene-1,4-diamine), [OH-].[Na+] (sodium hydroxide), ClC1=NC(=NC(=C1)Cl)N (4,6-dichloropyrimidine-2-amine), Cl (hydrochloric acid). Solvent: O (water). Run at temperature 100 celsius. The product is ClC1=CC(=NC(=N1)N)NC1=CC(=C(C(=C1)F)NC1=C2C(=NC=C1)NC=C2C)F (6-Chloro-N4-{3,5-difluoro-4-[(3-methyl-1H-pyrrolo[2,3-b]pyridin-4-yl)amino]phenyl}pyrimidine-2,4-diamine). As a reaction SMILES: [F:1][C:2]1[CH:7]=[C:6]([NH2:8])[CH:5]=[C:4]([F:9])[C:3]=1[NH:10][C:11]1[CH:16]=[CH:15][N:14]=[C:13]2[NH:17][CH:18]=[C:19]([CH3:20])[C:12]=12.[Cl:21][C:22]1[CH:27]=[C:26](Cl)[N:25]=[C:24]([NH2:29])[N:23]=1.Cl.[OH-].[Na+]>O>[Cl:21][C:22]1[N:23]=[C:24]([NH2:29])[N:25]=[C:26]([NH:8][C:6]2[CH:5]=[C:4]([F:9])[C:3]([NH:10][C:11]3[CH:16]=[CH:15][N:14]=[C:13]4[NH:17][CH:18]=[C:19]([CH3:20])[C:12]=34)=[C:2]([F:1])[CH:7]=2)[CH:27]=1 |f:3.4|. Procedure: 27 mg (0.10 mmol) of 2,6-difluoro-N1-(3-methyl-1H-pyrrolo[2,3-b]pyridin-4-yl)benzene-1,4-diamine and 23 mg (0.14 mmol) of 4,6-dichloropyrimidine-2-amine are suspended in 5 ml of water. 0.14 ml of 1 M hydrochloric acid is added, and the mixture is heated at 100° C. overnight. Using 1N aqueous sodium hydroxide solution, the suspension is then adjusted to pH 10, resulting in the precipitation of crystals. The solid is filtered off and washed with water. The crude product is purified by preparative ... Reactants: C1(=NC=CC2=CC=CC=C12)C=O (isoquinoline-1-aldehyde), C([O-])(O)=O.[Na+] (sodium bicarbonate), C(CC)N(C1=CC=C(C=C1)NC(C1=CC=C(C=C1)CNCC=1NC=CN1)=O)CCC (N-(4-dipropylamino-phenyl)-4-{[(1H-imidazol-2-ylmethyl)amino]methyl}-benzamide), C(#N)[BH3-].[Na+] (sodium cyanoborohydride). Run in CO (methanol), C(C)(=O)O (acetic acid). Conditions: time 14 hour. Yields the product C(CC)N(CCC)CC1=CC=C(C=C1)NC(C1=CC=C(C=C1)CN(CC1=NC=CC2=CC=CC=C12)CC=1NC=CN1)=O (N-(4-dipropylaminomethylphenyl)-4-{[(1H-imidazol-2-ylmethyl)-(isoquinolin-1-ylmethyl)-amino]-methyl}-benzamide). As a reaction SMILES: C(N(CCC)[C:5]1[CH:10]=[CH:9][C:8]([NH:11][C:12](=[O:27])[C:13]2[CH:18]=[CH:17][C:16]([CH2:19][NH:20][CH2:21][C:22]3[NH:23][CH:24]=[CH:25][N:26]=3)=[CH:15][CH:14]=2)=[CH:7][CH:6]=1)CC.[C:31]1([CH:41]=O)[C:40]2[C:35](=[CH:36][CH:37]=[CH:38][CH:39]=2)[CH:34]=[CH:33][N:32]=1.[C:43]([BH3-])#[N:44].[Na+].C(=O)(O)[O-].[Na+]>CO.C(O)(=O)C>[CH2:6]([N:44]([CH2:43][C:5]1[CH:10]=[CH:9][C:8]([NH:11][C:12](=[O:27])[C:13]2[CH:14]=[CH:15][C:16]([CH2:19][N:20]([CH2:21][C:22]3[NH:26][CH:25]=[CH:24][N:23]=3)[CH2:41][C:31]3[C:40]4[C:35](=[CH:36][CH:37]=[CH:38][CH:39]=4)[CH:34]=[CH:33][N:32]=3)=[CH:17][CH:18]=2)=[CH:7][CH:6]=1)[CH2:7][CH2:8][CH3:9])[CH2:5][CH3:10] |f:2.3,4.5|. Reported procedure: The compound (80 mg) obtained in Example 47-3 was dissolved in methanol (5.0 ml) and added with the compound (59.9 mg) obtained in Example 63-1, followed by the addition of sodium cyanoborohydride (35.9 mg). Then, the reaction solution was adjusted to about pH 5 with acetic acid, followed by stirring at room temperature for 14 hours. The reaction solution was added with a saturated aqueous sodium bicarbonate solution and then extracted with chloroform. The organic layer was washed with saturated...